This data is from the Open Reaction Database (ORD), a public repository of structured organic reaction records. The task is: describe an organic reaction: reactants, conditions, products, and yield The reactants are O(C1=CC=CC=C1)CC(=O)NC1C2SCN(C(N2C1=O)C(=O)OCC1=CC=CC=C1)S(=O)(=O)C(F)(F)F (benzyl 7-phenoxyacetamido-8-oxo-3-trifluoromethanesulfonyl-5-thia-1,3-diazabicyclo-[4,2,0]octane-2-carboxylate), CN(C1=CC=CC=C1)C (N,N-dimethylaniline), P(Cl)(Cl)(Cl)(Cl)Cl (phosphorus pentachloride), C(C)OCC (diethyl ether), CO (methanol), ice water. The solvent is C(Cl)Cl (methylene chloride), O (water). Conditions: temperature -55 celsius, time 2.3 hour. Product: C1(=CC=C(C=C1)S(=O)(=O)O)C (p-toluene-sulfonicacid), NC1C2SCN(C(N2C1=O)C(=O)OCC1=CC=CC=C1)S(=O)(=O)C(F)(F)F (benzyl 7-amino-8-oxo-3-trifluoromethanesulfonyl-5-thia-1,3-diazabicyclo[4,2,0]octane-2-carboxylate). Reaction SMILES: O(CC([NH:11][CH:12]1[C:19](=[O:20])[N:18]2[CH:13]1[S:14][CH2:15][N:16]([S:31]([C:34]([F:37])([F:36])[F:35])(=[O:33])=[O:32])[CH:17]2[C:21]([O:23][CH2:24][C:25]1[CH:30]=[CH:29][CH:28]=[CH:27][CH:26]=1)=[O:22])=O)C1C=CC=CC=1.CN(C)[C:40]1C=[CH:44][CH:43]=[CH:42][CH:41]=1.P(Cl)(Cl)(Cl)(Cl)Cl.C[OH:54].C(O[CH2:58][CH3:59])C>C(Cl)Cl.O>[C:58]1([CH3:59])[CH:44]=[CH:43][C:42]([S:31]([OH:33])(=[O:54])=[O:32])=[CH:41][CH:40]=1.[NH2:11][CH:12]1[C:19](=[O:20])[N:18]2[CH:13]1[S:14][CH2:15][N:16]([S:31]([C:34]([F:35])([F:37])[F:36])(=[O:33])=[O:32])[CH:17]2[C:21]([O:23][CH2:24][C:25]1[CH:26]=[CH:27][CH:28]=[CH:29][CH:30]=1)=[O:22]. Procedure details: To a solution of benzyl 7-phenoxyacetamido-8-oxo-3-trifluoromethanesulfonyl-5-thia-1,3-diazabicyclo-[4,2,0]octane-2-carboxylate (1.50 g.) and N,N-dimethylaniline (0.41 ml.) in methylene chloride (30 ml.) was added phosphorus pentachloride (1.115 g.) at -35° C. under nitrogen atmosphere, and the mixture was stirred at -30° to -25° C. for 2.3 hours. The reaction mixture was cooled to -55° C., and thereto was added methanol (2.4 ml.). This mixture was allowed to warm to 0° C. over a period of 2 hou... Reactants: B(OC)(OC)OC (Trimethyl borate), BrC=1C=C(CO)C=CC1 (3-Bromobenzyl alcohol), Cl (HCl). The solvent is [Cl-].[Na+].O (Brine), C1CCOC1 (THF). Run at time 8 hour. Product: OCC=1C=C(C=CC1)B(O)O (3-hydroxymethylbenzeneboronic acid). The yield is 98.0%. RXN SMILES: Br[C:2]1[CH:3]=[C:4]([CH:7]=[CH:8][CH:9]=1)[CH2:5][OH:6].[B:10](OC)([O:13]C)[O:11]C.Cl>C1COCC1.[Cl-].[Na+].O>[OH:6][CH2:5][C:4]1[CH:3]=[C:2]([B:10]([OH:13])[OH:11])[CH:9]=[CH:8][CH:7]=1 |f:4.5.6|. Reported procedure: 3-Bromobenzyl alcohol (2.0 g, 10.7 mmol) was dissolved in dry THF (50 ml) in a dry 100 ml flask flushed with nitrogen. The mixture was chilled in a dry ice/acetone bath. n-Butyl lithium (11 ml of a 2.13M solution in hexane, 23.5 mmol) was added. The reaction was warmed to room temperature for 1 hour, then cooled in an ice water bath. Trimethyl borate (1.3 ml, 11.2 mmol) was added and the mixture was stirred at room temperature overnight, then treated with 2N aqueous HCl to pH 2, and stirred for ... Reactants: N1C(C2(C3=CC=CC=C13)COC1=CC3=C(OCCO3)C=C12)=O (2,3-dihydrospiro[furo[2,3-g][1,4]benzodioxine-8,3′-indol]-2′(1′H)-one), ICC1OCCOC1 (2-(iodomethyl)-1,4-dioxane), C([O-])([O-])=O.[Cs+].[Cs+] (cesium carbonate). The solvent is CC(CC)=O (2-butanone), C(C)(=O)OCC (ethyl acetate). The product is O1C(COCC1)CN1C(C2(C3=CC=CC=C13)COC1=CC3=C(OCCO3)C=C12)=O (1′-(1,4-dioxan-2-ylmethyl)-2,3-dihydrospiro[furo[2,3-g][1,4]benzodioxine-8,3′-indol]-2′(1′H)-one), lactam. Reaction SMILES: [NH:1]1[C:9]2[C:4](=[CH:5][CH:6]=[CH:7][CH:8]=2)[C:3]2([C:21]3[C:12](=[CH:13][C:14]4[O:19][CH2:18][CH2:17][O:16][C:15]=4[CH:20]=3)[O:11][CH2:10]2)[C:2]1=[O:22].I[CH2:24][CH:25]1[CH2:30][O:29][CH2:28][CH2:27][O:26]1.C(=O)([O-])[O-].[Cs+].[Cs+]>CC(=O)CC.C(OCC)(=O)C>[O:26]1[CH2:27][CH2:28][O:29][CH2:30][CH:25]1[CH2:24][N:1]1[C:9]2[C:4](=[CH:5][CH:6]=[CH:7][CH:8]=2)[C:3]2([C:21]3[C:12](=[CH:13][C:14]4[O:19][CH2:18][CH2:17][O:16][C:15]=4[CH:20]=3)[O:11][CH2:10]2)[C:2]1=[O:22] |f:2.3.4|. Procedure details: A mixture of 2,3-dihydrospiro[furo[2,3-g][1,4]benzodioxine-8,3′-indol]-2′(1′H)-one (0.30 g, 1.03 mmol), 2-(iodomethyl)-1,4-dioxane (0.31 g, 1.35 mmol) and cesium carbonate (0.52 g, 1.58 mmol) in 2-butanone (7 mL) was stirred at reflux under nitrogen for 4 h. Once cooled, the reaction was diluted with ethyl acetate and the suspension was filtered through Celite. The filtrate was concentrated under reduced pressure and the residue was purified by flash column chromatography with dichloromethane/di... Starting materials: FC1=CC(=C(C=C1)CCNC)[N+](=O)[O-] ([2-(4-fluoro-2-nitro-phenyl)-ethyl]-methyl-amine), BrCC(=O)OCC (ethyl bromoacetate), C([O-])([O-])=O.[K+].[K+] (potassium carbonate). The solvent is C(C)#N (acetonitrile). Reaction conditions: time 8 hour. Yields the product C(C)OC(CN(C)CCC1=C(C=C(C=C1)F)[N+](=O)[O-])=O ({[2-(4-Fluoro-2-nitro-phenyl)-ethyl]-methyl-amino}-acetic acid ethyl ester). Isolated yield 66.4%. As a reaction SMILES: [F:1][C:2]1[CH:7]=[CH:6][C:5]([CH2:8][CH2:9][NH:10][CH3:11])=[C:4]([N+:12]([O-:14])=[O:13])[CH:3]=1.Br[CH2:16][C:17]([O:19][CH2:20][CH3:21])=[O:18].C(=O)([O-])[O-].[K+].[K+]>C(#N)C>[CH2:20]([O:19][C:17](=[O:18])[CH2:16][N:10]([CH2:9][CH2:8][C:5]1[CH:6]=[CH:7][C:2]([F:1])=[CH:3][C:4]=1[N+:12]([O-:14])=[O:13])[CH3:11])[CH3:21] |f:2.3.4|. Procedure details: A solution of [2-(4-fluoro-2-nitro-phenyl)-ethyl]-methyl-amine (10.4 g, 0.053 mole) and ethyl bromoacetate (8.8 g, 0.053 mole) in acetonitrile (200 mL) containing potassium carbonate (3.64 g, 0.026 mole) was stirred at room temperature overnight. The mixture was evaporated in vacuo, water was added to the residue and then extracted with dichloromethane (2×200 mL). The combined organic layers were washed with saturated sodium chloride (300 mL), dried and concentrated. Purification by flash column...